Dataset: the Open Reaction Database (ORD), a public repository of structured organic reaction records. Task: describe an organic reaction: reactants, conditions, products, and yield Starting materials: ClC1=C(N)C=CC(=C1)Br (2-chloro-4-bromoaniline), [Li+].C[Si](C)(C)[N-][Si](C)(C)C (LHMDS), ClC1=CC(=NC=C1C(=O)O)Cl (4,6-dichloronicotinic acid). The solvent is C1CCOC1 (THF), C1CCOC1 (THF). Run at time 30 minute. Product: BrC1=CC(=C(C=C1)NC1=CC(=NC=C1C(=O)O)Cl)Cl (4-(4-Bromo-2-chlorophenylamino)-6-chloronicotinic acid). The yield is 71.3%. As a reaction SMILES: [Cl:1][C:2]1[CH:8]=[C:7]([Br:9])[CH:6]=[CH:5][C:3]=1[NH2:4].[Li+].C[Si]([N-][Si](C)(C)C)(C)C.Cl[C:21]1[C:26]([C:27]([OH:29])=[O:28])=[CH:25][N:24]=[C:23]([Cl:30])[CH:22]=1>C1COCC1>[Br:9][C:7]1[CH:6]=[CH:5][C:3]([NH:4][C:21]2[C:26]([C:27]([OH:29])=[O:28])=[CH:25][N:24]=[C:23]([Cl:30])[CH:22]=2)=[C:2]([Cl:1])[CH:8]=1 |f:1.2|. Reported procedure: To a solution of 2-chloro-4-bromoaniline (6.776 g, 33.1 mmol) in 50 ml anhydrous THF was added LHMDS (50 ml, 50 mmol, 1M/THF) over a period of 15 min at −78° C. It was stirred for an additional 30 min., then a solution of 4,6-dichloronicotinic acid (3 g, 15.7 mmol) in 50 ml THF was added dropwise. After complete addition the mixture was gradually allowed to warm to room temperature and the reaction mixture was stirred for an additional 12 hours. The mixture was quenched with H2O and 1N HCl was a... Reactants: C(CCCCN1C(N(C(C1(C)C)=O)C1=CC(=C(C=C1)[N+](=O)[O-])C(F)(F)F)=O)N1C(N(C(C1(C)C)=O)C1=CC(=C(C=C1)[N+](=O)[O-])C(F)(F)F)=O (1,1′-pentane-1,5-diylbis{5,5-dimethyl-3-[4-nitro-3-(trifluoromethyl)phenyl]imidazolidine-2,4-dione}), Cl[Sn]Cl (SnCl2), C(=O)([O-])[O-].[Na+].[Na+] (Na2CO3). Solvent: CCCCCCC.CCOC(=O)C (heptane AcOEt), CCOC(=O)C (AcOEt). Conditions: temperature 80 celsius. Yields the product C(CCCCN1C(N(C(C1(C)C)=O)C1=CC(=C(C=C1)N)C(F)(F)F)=O)N1C(N(C(C1(C)C)=O)C1=CC(=C(C=C1)N)C(F)(F)F)=O (1,1′-pentane-1,5-diylbis{3-[4-amino-3-(trifluoromethyl)phenyl]-5,5-dimethylimidazolidine-2,4-dione}). Yield: 78.0%. As a reaction SMILES: [CH2:1]([N:28]1[C:32]([CH3:34])([CH3:33])[C:31](=[O:35])[N:30]([C:36]2[CH:41]=[CH:40][C:39]([N+:42]([O-])=O)=[C:38]([C:45]([F:48])([F:47])[F:46])[CH:37]=2)[C:29]1=[O:49])[CH2:2][CH2:3][CH2:4][CH2:5][N:6]1[C:10]([CH3:12])([CH3:11])[C:9](=[O:13])[N:8]([C:14]2[CH:19]=[CH:18][C:17]([N+:20]([O-])=O)=[C:16]([C:23]([F:26])([F:25])[F:24])[CH:15]=2)[C:7]1=[O:27].Cl[Sn]Cl.C([O-])([O-])=O.[Na+].[Na+]>CCOC(C)=O.CCCCCCC.CCOC(C)=O>[CH2:5]([N:6]1[C:10]([CH3:12])([CH3:11])[C:9](=[O:13])[N:8]([C:14]2[CH:19]=[CH:18][C:17]([NH2:20])=[C:16]([C:23]([F:26])([F:25])[F:24])[CH:15]=2)[C:7]1=[O:27])[CH2:4][CH2:3][CH2:2][CH2:1][N:28]1[C:32]([CH3:34])([CH3:33])[C:31](=[O:35])[N:30]([C:36]2[CH:41]=[CH:40][C:39]([NH2:42])=[C:38]([C:45]([F:46])([F:47])[F:48])[CH:37]=2)[C:29]1=[O:49] |f:2.3.4,6.7|. Procedure details: A mixture of the compound of Example 2 (410 mg, 0.58 mmole) and SnCl2, 2H2O (1.32 g, 5.8 mmoles) in AcOEt (10 ml) is heated at 80° C. for 90 minutes. The reaction medium is then cooled down to 0° C. before being poured into a saturated aqueous solution of Na2CO3 (40 ml). The heterogeneous mixture thus obtained is filtered on celite and rinsed with AcOEt (2×50 ml). After decantation, the organic phases are combined, dried over Na2SO4, filtered and the solvent is evaporated off under reduced press... The reactants are C(C)(=O)C1(CC1)C1=CC=C(C=C1)[N+](=O)[O-] (4-(1-acetylcyclopropan-1-yl)nitrobenzene), C(CO)O (ethylene glycol), C1(=CC=C(C=C1)S(=O)(=O)[O-])C.[NH+]1=CC=CC=C1 (pyridinium p-toluenesulfonate). Run in C1=CC=CC=C1 (benzene). Yields the product CC1(OCCO1)C1(CC1)C1=CC=C(C=C1)[N+](=O)[O-] (4-(1-(2-methyl-1,3-dioxolan-2-yl)cyclopropan-1-yl)nitrobenzene). As a reaction SMILES: [C:1]([C:4]1([C:7]2[CH:12]=[CH:11][C:10]([N+:13]([O-:15])=[O:14])=[CH:9][CH:8]=2)[CH2:6][CH2:5]1)(=[O:3])[CH3:2].[CH2:16](O)[CH2:17][OH:18].C1(C)C=CC(S([O-])(=O)=O)=CC=1.[NH+]1C=CC=CC=1>C1C=CC=CC=1>[CH3:2][C:1]1([C:4]2([C:7]3[CH:12]=[CH:11][C:10]([N+:13]([O-:15])=[O:14])=[CH:9][CH:8]=3)[CH2:6][CH2:5]2)[O:18][CH2:17][CH2:16][O:3]1 |f:2.3|. Reported procedure: A solution of 4-(1-acetylcyclopropan-1-yl)nitrobenzene (2.40 g), ethylene glycol (6.5 mL), and pyridinium p-toluenesulfonate (1.47 g) in benzene (120 mL) was heated under reflux with Dean-Stark apparatus for 15 hours. After cooling, dilution with saturated sodium hydrogencarbonate solution, the mixture was extracted with ethyl acetate. The organic extracts were washed with brine, dried over anhydrous magnesium sulfate, filtered, and then concentrated in vacuo. Flash chromatography (silica, hexan...